From a dataset of the Open Reaction Database (ORD), a public repository of structured organic reaction records. describe an organic reaction: reactants, conditions, products, and yield The reactants are ClC1=CC=C(CCl)C=C1 (4-chlorobenzyl chloride), [Cl-].[Al+3].[Cl-].[Cl-] (aluminum chloride), C1(=CC=CC=C1)C1=CSC2=C1C=CC(=C2)OC (3-phenyl-6-methoxybenzothiophene), ClC1=CC=C(C(=O)Cl)C=C1 (4-chlorobenzoyl chloride), [Cl-].[Al+3].[Cl-].[Cl-] (aluminum chloride). Solvent: ClCCCl (1,2-dichloroethane). Conditions: temperature 0 celsius, time 8 hour. Product: ClC1=CC=C(C(=O)C=2SC3=C(C2C2=CC=CC=C2)C=CC(=C3)OC)C=C1 (2-(4-Chlorobenzoyl)-3-phenyl-6-methoxybenzothiophene). As a reaction SMILES: [C:1]1([C:7]2[C:11]3[CH:12]=[CH:13][C:14]([O:16][CH3:17])=[CH:15][C:10]=3[S:9][CH:8]=2)[CH:6]=[CH:5][CH:4]=[CH:3][CH:2]=1.[Cl:18][C:19]1[CH:27]=[CH:26][C:22]([C:23](Cl)=[O:24])=[CH:21][CH:20]=1.[Cl-].[Al+3].[Cl-].[Cl-].ClC1C=CC(CCl)=CC=1>ClCCCl>[Cl:18][C:19]1[CH:27]=[CH:26][C:22]([C:23]([C:8]2[S:9][C:10]3[CH:15]=[C:14]([O:16][CH3:17])[CH:13]=[CH:12][C:11]=3[C:7]=2[C:1]2[CH:2]=[CH:3][CH:4]=[CH:5][CH:6]=2)=[O:24])=[CH:21][CH:20]=1 |f:2.3.4.5|. Procedure: To 200 ml. of 1,2-dichloroethane were added 10 g. (0.042 mole) of 3-phenyl-6-methoxybenzothiophene and 6.5 g. (0.042 mole) of 4-chlorobenzoyl chloride. The mixture was cooled to 0° C., and 5.73 g. of aluminum chloride were added. The mixture was stirred overnight, and an additional 10 percent of 4-chlorobenzyl chloride and aluminum chloride was added. The reaction mixture was maintained for approximately one hour, and ice then was added to the mixture. The resulting organic layer was separated f... Reactants: saturated aqueous solution, C([O-])(O)=O.[Na+] (sodium bicarbonate), monohydrate, NN (hydrazine), C(CC=C)C1=CC=C(C=O)C=C1 (4-(3-butenyl)benzaldehyde), C(CC=C)C1=CC=C(C=C1)Br (1-(3-butenyl)-4-bromobenzene), [Mg] (magnesium), Grignard reagent. Solvent: ClCCl (dichloromethane), C(C)O (ethanol), CN(C)C=O (DMF). Run at time 30 minute. Product: C(CC=C)C1=CC=C(C=NN=CC2=CC=C(C=C2)C)C=C1 (1-[4-(3-butenyl)benzylidene]-2-(4-methylbenzylidene)hydrazine). Reaction SMILES: [NH2:1][NH2:2].[CH2:3]([C:7]1[CH:14]=[CH:13][C:10]([CH:11]=O)=[CH:9][CH:8]=1)[CH2:4][CH:5]=[CH2:6].[CH2:15]([C:19]1[CH:24]=[CH:23][C:22](Br)=[CH:21][CH:20]=1)CC=C.[Mg].[C:27](=O)(O)[O-].[Na+]>C(O)C.ClCCl.CN(C=O)C>[CH2:3]([C:7]1[CH:14]=[CH:13][C:10]([CH:11]=[N:1][N:2]=[CH:27][C:22]2[CH:21]=[CH:20][C:19]([CH3:15])=[CH:24][CH:23]=2)=[CH:9][CH:8]=1)[CH2:4][CH:5]=[CH2:6] |f:4.5|. Procedure: To 15.6 g of a monohydrate of hydrazine was added a solution of 5.0 g of 4-(3-butenyl)benzaldehyde (synthesized by reacting 1-(3-butenyl)-4-bromobenzene with magnesium to prepare a Grignard reagent which is then reacted with DMF) in 20 ml of ethanol. The mixture was stirred at room temperature for 30 minutes. To the mixture was then added 20 ml of saturated aqueous solution of sodium bicarbonate. To the mixture was then added 10 ml of dichloromethane. The mixture was then washed with 10 ml of sa...